From a dataset of the Open Reaction Database (ORD), a public repository of structured organic reaction records. describe an organic reaction: reactants, conditions, products, and yield Product: COC1=C(OCCNC(CC2=CC(=C(C=C2)OC)SC)C)C=CC=C1 (4-{2-[2-(2-methoxyphenoxy)ethylamino]-2-methylethyl}-2-(methylthio)anisole). Reported procedure: A mixture of 8.4 g of 4-methoxy-3-methylthiophenylacetone, 6.7 g of 2-methoxyphenoxyethylamine, and 150 ml of methanol was refluxed for 2 hours. The reaction mixture was cooled to a temperature below 10° C. and after adding 2.5 g of sodium borohydride to the reaction mixture with stirring at temperatures below 10° C., the mixture was further stirred for 3 hours at room temperature. Then, the solvent was distilled off under reduced pressure and after adding water to the residue, the product was e... Reaction SMILES: [CH3:1][O:2][C:3]1[CH:8]=[CH:7][C:6]([CH2:9][C:10](=O)[CH3:11])=[CH:5][C:4]=1[S:13][CH3:14].CO[CH:17]([O:20][C:21]1[CH:26]=[CH:25][CH:24]=[CH:23][CH:22]=1)[CH2:18][NH2:19].[BH4-].[Na+].[CH3:29][OH:30]>>[CH3:29][O:30][C:26]1[CH:25]=[CH:24][CH:23]=[CH:22][C:21]=1[O:20][CH2:17][CH2:18][NH:19][CH:10]([CH3:11])[CH2:9][C:6]1[CH:7]=[CH:8][C:3]([O:2][CH3:1])=[C:4]([S:13][CH3:14])[CH:5]=1 |f:2.3|. The reactants are COC1=C(C=C(C=C1)CC(C)=O)SC (4-methoxy-3-methylthiophenylacetone), COC(CN)OC1=CC=CC=C1 (2-methoxyphenoxyethylamine), CO (methanol), [BH4-].[Na+] (sodium borohydride).